This data is from the Open Reaction Database (ORD), a public repository of structured organic reaction records. The task is: describe an organic reaction: reactants, conditions, products, and yield Reactants: OC1=CC(OC(=C1)C)=O (4-hydroxy-6-methyl-2-pyrone), FC(CCC(=O)O)(F)F (4, 4,4-trifluorobutyric acid), C1(CCCCC1)N=C=NC1CCCCC1 (dicyclohexylcarbodiimide). Reagents/catalysts: CN(C1=CC=NC=C1)C (4-dimethylaminopyridine). The solvent is C1(=CC=CC=C1)C (toluene). Reaction conditions: time 1 hour. The product is OC1=C(C(OC(=C1)C)=O)C(CCC(F)(F)F)=O (4-hydroxy-6-methyl-3-(4,4,4-trifluorobutyryl)-2-pyrone). Yield: 19.2%. Reaction SMILES: [OH:1][C:2]1[CH:7]=[C:6]([CH3:8])[O:5][C:4](=[O:9])[CH:3]=1.[F:10][C:11]([F:18])([F:17])[CH2:12][CH2:13][C:14](O)=[O:15].C1(N=C=NC2CCCCC2)CCCCC1>C1(C)C=CC=CC=1.CN(C)C1C=CN=CC=1>[OH:1][C:2]1[CH:7]=[C:6]([CH3:8])[O:5][C:4](=[O:9])[C:3]=1[C:14](=[O:15])[CH2:13][CH2:12][C:11]([F:18])([F:17])[F:10]. Procedure details: In 240 ml of toluene, 14.1 g of 4-hydroxy-6-methyl-2-pyrone was suspended, and 1.94 g of 4-dimethylaminopyridine, 16.6 g of 4, 4,4-trifluorobutyric acid and 21.9 g of dicyclohexylcarbodiimide were added thereto. The reaction mixture was stirred for 1 hour at room temperature and further stirred for 20 hours at 70° C. After cooling to room temperature, it was subjected to filtration. The filtrate was washed with 1% hydrochloric acid twice and saturated brine once in this order. The organic layer ... Starting materials: II (iodine), ClC1=C(C(=O)O)C=C(C=C1)I (2-chloro-5-iodobenzoic acid), CC(OCC)=O (EA), ice water, [BH4-].[Na+] (NaBH4). Solvent: C1CCOC1 (THF), C1CCOC1 (THF), C1CCOC1 (THF). Yields the product ClC1=C(C=C(C=C1)I)CO ((2-chloro-5-iodophenyl)methan-1-ol). Reaction SMILES: [BH4-].[Na+].II.[Cl:5][C:6]1[CH:14]=[CH:13][C:12]([I:15])=[CH:11][C:7]=1[C:8](O)=[O:9].CC(=O)OCC>C1COCC1>[Cl:5][C:6]1[CH:14]=[CH:13][C:12]([I:15])=[CH:11][C:7]=1[CH2:8][OH:9] |f:0.1|. Procedure: A 250 mL of 4-necked flask equipped with thermometer and mechanical stirring was charged with NaBH4 (4.16 g, 0.11 mol) and THF (60 mL) under argon. After cooling to 0˜5° C. with stirring, a solution of iodine in THF (12.7 g I2 in 25 mL THF) was added slowly dropwise over 30 min and the reaction temperature was maintained below 10° C. After the addition was completed, a solution of 2-chloro-5-iodobenzoic acid (15.0 g, 50 mmol) in THF (20 mL) was added dropwise over 30 min and kept the reaction te... Reaction SMILES: [CH2:37]1[CH2:38][CH2:39][NH:40][CH2:41][CH2:42]1.[CH3:21][c:22]1[c:23]([CH:35]=[O:36])[nH:24][c:25]([C:27](=[O:28])[N:29]2[CH2:30][CH2:31][O:32][CH2:33][CH2:34]2)[cH:26]1.[CH3:43][CH2:44][OH:45].[Cl:1][c:2]1[cH:3][c:4]([NH:9][c:10]2[c:11]3[c:12]([n:13][cH:14][n:15]2)[N:16]([CH3:20])[C:17](=[O:19])[CH2:18]3)[cH:5][cH:6][c:7]1[F:8].[OH2:46]>>[Cl:1][c:2]1[cH:3][c:4]([NH:9][c:10]2[c:11]3[c:12]([n:13][cH:14][n:15]2)[N:16]([CH3:20])[C:17](=[O:19])[C:18]3=[CH:35][c:23]2[c:22]([CH3:21])[cH:26][c:25]([C:27](=[O:28])[N:29]3[CH2:30][CH2:31][O:32][CH2:33][CH2:34]3)[nH:24]2)[cH:5][cH:6][c:7]1[F:8]. Yields the product Cc1cc(C(=O)N2CCOCC2)[nH]c1C=C1C(=O)N(C)c2ncnc(Nc3ccc(F)c(Cl)c3)c21. Starting materials: C1CCNCC1, Cc1cc(C(=O)N2CCOCC2)[nH]c1C=O, CCO, CN1C(=O)Cc2c(Nc3ccc(F)c(Cl)c3)ncnc21, O. Reactants: B(Br)(Br)Br (boron tribromide), C(C1=CC=CC=C1)OCCSC1=C(C=CC=C1)C(C)(C)NC=1C(N(C=CN1)C=1C=C(C(=O)NC2CC2)C=C(C1C)F)=O (3-[3-{[1-(2-{[2-(Benzyloxy)ethyl]sulfanyl}phenyl)-1-methylethyl]amino}-2-oxopyrazin-1(2H)-yl]-N-cyclopropyl-5-fluoro-4-methylbenzamide), B(Br)(Br)Br (Boron tribromide), solution. Solvent: ice water, C(Cl)Cl (DCM), C(Cl)Cl (DCM). Conditions: temperature 0 celsius, time 30 minute. The product is C1(CC1)NC(C1=CC(=C(C(=C1)N1C(C(=NC=C1)NC(C)(C)C1=C(C=CC=C1)SCCO)=O)C)F)=O (N-Cyclopropyl-3-fluoro-5-{3-[(1-{2-[(2-hydroxyethyl)sulfanyl]phenyl}-1-methylethyl)amino]-2-oxopyrazin-1(2H)-yl}-4-methylbenzamide). Yield: 59.1%. Reaction SMILES: C([O:8][CH2:9][CH2:10][S:11][C:12]1[CH:17]=[CH:16][CH:15]=[CH:14][C:13]=1[C:18]([NH:21][C:22]1[C:23](=[O:42])[N:24]([C:28]2[CH:29]=[C:30]([CH:37]=[C:38]([F:41])[C:39]=2[CH3:40])[C:31]([NH:33][CH:34]2[CH2:36][CH2:35]2)=[O:32])[CH:25]=[CH:26][N:27]=1)([CH3:20])[CH3:19])C1C=CC=CC=1.B(Br)(Br)Br>C(Cl)Cl>[CH:34]1([NH:33][C:31](=[O:32])[C:30]2[CH:29]=[C:28]([N:24]3[CH:25]=[CH:26][N:27]=[C:22]([NH:21][C:18]([C:13]4[CH:14]=[CH:15][CH:16]=[CH:17][C:12]=4[S:11][CH2:10][CH2:9][OH:8])([CH3:20])[CH3:19])[C:23]3=[O:42])[C:39]([CH3:40])=[C:38]([F:41])[CH:37]=2)[CH2:36][CH2:35]1. Procedure: 3-[3-{[1-(2-{[2-(Benzyloxy)ethyl]sulfanyl}phenyl)-1-methylethyl]amino}-2-oxopyrazin-1(2H)-yl]-N-cyclopropyl-5-fluoro-4-methylbenzamide (Example 320f, 1.2 g) was stirred in DCM (120 mL) and cooled to 0° C. Boron tribromide (0.387 mL of a 1M solution in DCM) was added dropwise at 0° C. and the reaction stirred for 30 min at 0° C. A further 4 eq of boron tribromide solution was added after 1 h and the reaction warmed to room temperature. The reaction mixture was diluted with ice water, and extracte...